The task is: describe an organic reaction: reactants, conditions, products, and yield. This data is from the Open Reaction Database (ORD), a public repository of structured organic reaction records. Starting materials: CCO, Oc1ccccc1F, [K+], Nc1ccc2ccc(Cl)nc2n1, [OH-]. Yields the product Nc1ccc2ccc(Oc3ccccc3F)nc2n1. As a reaction SMILES: [CH3:23][CH2:24][OH:25].[F:13][c:14]1[c:15]([OH:20])[cH:16][cH:17][cH:18][cH:19]1.[K+:22].[NH2:1][c:2]1[n:3][c:4]2[n:5][c:6]([Cl:12])[cH:7][cH:8][c:9]2[cH:10][cH:11]1.[OH-:21]>>[NH2:1][c:2]1[n:3][c:4]2[n:5][c:6]([O:20][c:15]3[c:14]([F:13])[cH:19][cH:18][cH:17][cH:16]3)[cH:7][cH:8][c:9]2[cH:10][cH:11]1.